Task: describe an organic reaction: reactants, conditions, products, and yield. Dataset: the Open Reaction Database (ORD), a public repository of structured organic reaction records The reactants are S(=O)(=O)([O-])[O-].[Na+].[Na+] (sodium sulfate), FC1=CC=C(C=C1)C=1SC(=CN1)C=1SC(=CC1)SC (2-(4-fluorophenyl)-5-(5-methylthiothien-2-yl)thiazole), ClC1=CC(=CC=C1)C(=O)OO (m-chloroperbenzoic acid). The solvent is C(Cl)Cl (methylene chloride), C(Cl)Cl (methylene chloride). Reaction conditions: time 18 hour. Product: FC1=CC=C(C=C1)C=1SC(=CN1)C=1SC(=CC1)S(=O)(=O)C (2-(4-fluorophenyl)-5(5-methylsulfonylthien-2-yl)thiazole). RXN SMILES: [F:1][C:2]1[CH:7]=[CH:6][C:5]([C:8]2[S:9][C:10]([C:13]3[S:14][C:15](SC)=[CH:16][CH:17]=3)=[CH:11][N:12]=2)=[CH:4][CH:3]=1.Cl[C:21]1C=CC=C(C(OO)=O)C=1.[S:31]([O-:35])([O-])(=O)=[O:32].[Na+].[Na+]>C(Cl)Cl>[F:1][C:2]1[CH:3]=[CH:4][C:5]([C:8]2[S:9][C:10]([C:13]3[S:14][C:15]([S:31]([CH3:21])(=[O:35])=[O:32])=[CH:16][CH:17]=3)=[CH:11][N:12]=2)=[CH:6][CH:7]=1 |f:2.3.4|. Procedure: To a stirred solution of 2-(4-fluorophenyl)-5-(5-methylthiothien-2-yl)thiazole (1.07 g, 0.0035 mole) in methylene chloride (50 mL) was added dropwise a solution of m-chloroperbenzoic acid (1.7 g, 0.0084 mole) in methylene chloride (25 mL). After complete addition the mixture was stirred at room temperature for approximately 18 hours. Approximately 100 mL of an aqueous 10% sodium sulfate solution was added, and the mixture was stirred for about 15 minutes. The mixture was washed in succession wit...